This data is from the Open Reaction Database (ORD), a public repository of structured organic reaction records. The task is: describe an organic reaction: reactants, conditions, products, and yield Starting materials: O=C(NC(C)(C)C)CCCCC. Reagents/catalysts: O1B(OC(C)(C)C1(C)C)B2OC(C)(C)C(O2)(C)C, O1C=2C=CC=3C=CC=CC3C2C4=C(OP1OC=5C=CC=6C=CC=CC6C5C7=C(O[Si](C(C)C)(C(C)C)C(C)C)C=CC=8C=CC=CC87)C=CC=9C=CC=CC94, N=1C(=CC=CC1C)C, O=C(NC1=CC=CC=C1C2=CN=CC=C2)NC3CCCCC3, C[OH2+].C[OH2+].C1CC=CCCC=C1.C1CC=CCCC=C1.[Ir].[Ir]. Solvent: O(C)C1CCCC1, C=1C=CC(=CC1)C. Conditions: temperature 25 celsius, time 48 hour. The product is O=C(NC(C)(C)C)CCC(B1OC(C)(C)C(O1)(C)C)CC. Isolated yield 89.0%. Starting materials: C(CCC)OC(=O)C1=C(C2=C(S1)C=CC(=C2)OCC(=O)OCC)OC(C(C)(C)C)=O (2-butoxycarbonyl-5-ethoxycarbonylmethoxy-3-pivaloyloxybenzo[b]thiophene), [OH-].[Na+] (NaOH), C(C)(=O)OCC (ethyl acetate). Run in C(C)(=O)O (acetic acid). Product: SiO2 ethanol, C(=O)(O)COC1=CC2=C(SC=C2O)C=C1 (5-carboxymethoxy-3-hydroxybenzo[b]thiophene). The yield is 80.0%. RXN SMILES: C(OC([C:8]1[S:12][C:11]2[CH:13]=[CH:14][C:15]([O:17][CH2:18][C:19]([O:21]CC)=[O:20])=[CH:16][C:10]=2[C:9]=1[O:24]C(=O)C(C)(C)C)=O)CCC.[OH-].[Na+].C(OCC)(=O)C>C(O)(=O)C>[C:19]([CH2:18][O:17][C:15]1[CH:14]=[CH:13][C:11]2[S:12][CH:8]=[C:9]([OH:24])[C:10]=2[CH:16]=1)([OH:21])=[O:20] |f:1.2|. Reported procedure: 1.96 g (4.5 mmol) VIII and 2.70 g (67.5 mmol) NaOH were heated under reflux for 15 h in 300 ml degassed water. The pH was then adjusted to pH 1 with concentrated HCl and the aqueous phase was extracted three times with ethyl acetate. The combined organic phases were dried over Na2SO4. Flash chromatography (200 g SiO2, ethyl acetate:acetic acid=100:1, pre-adsorption: 10 g SiO2/ethanol) yielded 801 mg (3.6 mmol, 79%) IX. Procedure: Under N2, 2.225 g m-xylene-2-sulfenyl chloride (12.9 mmol) were dissolved in 25 mL hexanes. Under air, a 100 mL 3-necked round-bottom flask was charged with stirbar and 2.64 g 2,4-di-tert-butylphenol (12.8 mmol), then reflux condenser with vacuum adapter and addition funnel were attached. The phenol was dried in vacuo for 20 minutes, then placed under N2 and immersed in an oil bath set at 100° C. The solution of m-xylene-2-sulfenyl chloride was then added via addition funnel and the reaction mix... Reaction SMILES: [C:1]1([CH3:10])[CH:6]=[CH:5][CH:4]=[C:3]([CH3:7])[C:2]=1[S:8]Cl.[C:11]([C:15]1[CH:20]=[C:19]([C:21]([CH3:24])([CH3:23])[CH3:22])[CH:18]=[CH:17][C:16]=1[OH:25])([CH3:14])([CH3:13])[CH3:12]>>[C:11]([C:15]1[C:16]([OH:25])=[C:17]([S:8][C:2]2[C:3]([CH3:7])=[CH:4][CH:5]=[CH:6][C:1]=2[CH3:10])[CH:18]=[C:19]([C:21]([CH3:24])([CH3:23])[CH3:22])[CH:20]=1)([CH3:14])([CH3:13])[CH3:12]. The reactants are C1(=C(C(=CC=C1)C)SCl)C (m-xylene-2-sulfenyl chloride), C(C)(C)(C)C1=C(C=CC(=C1)C(C)(C)C)O (2,4-di-tert-butylphenol). Isolated yield 49.5%. Product: C(C)(C)(C)C=1C(=C(C=C(C1)C(C)(C)C)SC1=C(C=CC=C1C)C)O ((3,5-di-tert-butyl-2-hydroxyphenyl)(2,6-dimethylphenyl) sulfide). Solvent: hexanes. Reactants: ClC=1C=C(C=CC1C(=O)C[N+](=O)[O-])NC(C)=O (N-[3-chloro-4-nitromethylcarbonylphenyl]acetamide), [OH-].[Na+] (sodium hydroxide), C(C)(=O)O (acetic acid). Solvent: O (water), O (water). Conditions: temperature 80 celsius. The product is NC1=CC(=C(C=C1)C(=O)C[N+](=O)[O-])Cl (Nitromethyl 4-amino-2-chlorophenyl ketone). As a reaction SMILES: [Cl:1][C:2]1[CH:3]=[C:4]([NH:14]C(=O)C)[CH:5]=[CH:6][C:7]=1[C:8]([CH2:10][N+:11]([O-:13])=[O:12])=[O:9].[OH-].[Na+].C(O)(=O)C>O>[NH2:14][C:4]1[CH:5]=[CH:6][C:7]([C:8]([CH2:10][N+:11]([O-:13])=[O:12])=[O:9])=[C:2]([Cl:1])[CH:3]=1 |f:1.2|. Procedure: A mixture of 12.2 g (47.5 mmol) of N-[3-chloro-4-nitromethylcarbonylphenyl]acetamide prepared in Example 12, 11 g (274 mmol) of sodium hydroxide pellets and 161 ml of water is heated at 80° C. for 1 hour. After cooling, the reaction medium is diluted with 900 ml of water and acidified to pH 5 by adding acetic acid. The precipitate formed is recovered, washed with water and air-dried before being recrystallized from ethyl acetate (Yield=276).